Dataset: the Open Reaction Database (ORD), a public repository of structured organic reaction records. Task: describe an organic reaction: reactants, conditions, products, and yield Reactants: OC(CN1C(NC(C1=O)(C)C)(C)C)CO (3-(2,3-dihydroxypropyl)-2,2,5,5-tetramethylimidazolidin-4-one), C(C)(C)(C)OCl (tert-butylhypochlorite). Solvent: CO (methanol). Run at temperature 0 celsius, time 1 hour. Yields the product ClN1C(N(C(C1(C)C)=O)CC(CO)O)(C)C (1-chloro-3-(2,3-dihydroxypropyl)-2,2,5,5-tetramethylimidazolidin-4-one). Yield: 85.1%. RXN SMILES: [OH:1][CH:2]([CH2:14][OH:15])[CH2:3][N:4]1[C:8](=[O:9])[C:7]([CH3:11])([CH3:10])[NH:6][C:5]1([CH3:13])[CH3:12].C(O[Cl:21])(C)(C)C>CO>[Cl:21][N:6]1[C:7]([CH3:10])([CH3:11])[C:8](=[O:9])[N:4]([CH2:3][CH:2]([OH:1])[CH2:14][OH:15])[C:5]1([CH3:13])[CH3:12]. Reported procedure: To a 0° C. solution of 3-(2,3-dihydroxypropyl)-2,2,5,5-tetramethylimidazolidin-4-one (250 mg, 1.2 mmol) in methanol (150 ml) was added tert-butylhypochlorite (150 mg, 1.4 mmol). The mixture was stirred for 1 hour at 0° C. The reaction mixture was concentrated in vacuo, and crude material is purified by silica gel flash chromatography (0 to 10% methanol in dichloromethane) to give 256 mg (88%) of the title compound. 1H NMR (400 MHz, D2O) δ 4.06-3.98 (m, 1H), 3.62 (dd, J=12.0, 4.0 Hz, 1H), 3.56-3.... Starting materials: CS(C)=O, CCN(C(C)C)C(C)C, CC(C)N1CCC(c2nc3cc(-c4ccc(Cl)cc4Cl)nc(Cl)n3n2)CC1, Cl, Cl, Cl, N#Cc1ccc(NCCN)nc1N. Product: CC(C)N1CCC(c2nc3cc(-c4ccc(Cl)cc4Cl)nc(NCCNc4ccc(C#N)c(N)n4)n3n2)CC1. RXN SMILES: [CH3:53][S:54]([CH3:55])=[O:56].[CH:44]([N:45]([CH2:46][CH3:47])[CH:48]([CH3:49])[CH3:50])([CH3:51])[CH3:52].[Cl:2][c:3]1[n:4][c:5](-[c:21]2[c:22]([Cl:28])[cH:23][c:24]([Cl:27])[cH:25][cH:26]2)[cH:6][c:7]2[n:8]1[n:9][c:10]([CH:12]1[CH2:13][CH2:14][N:15]([CH:18]([CH3:19])[CH3:20])[CH2:16][CH2:17]1)[n:11]2.[ClH:1].[ClH:29].[ClH:30].[NH2:31][c:32]1[n:33][c:34]([NH:40][CH2:41][CH2:42][NH2:43])[cH:35][cH:36][c:37]1[C:38]#[N:39]>>[c:3]1([NH:43][CH2:42][CH2:41][NH:40][c:34]2[n:33][c:32]([NH2:31])[c:37]([C:38]#[N:39])[cH:36][cH:35]2)[n:4][c:5](-[c:21]2[c:22]([Cl:28])[cH:23][c:24]([Cl:27])[cH:25][cH:26]2)[cH:6][c:7]2[n:8]1[n:9][c:10]([CH:12]1[CH2:13][CH2:14][N:15]([CH:18]([CH3:19])[CH3:20])[CH2:16][CH2:17]1)[n:11]2. Reactants: NC(=CC(=O)OCC)C1=C(C=CC=C1)Cl (ethyl 3-amino-3-(2-chlorophenyl)-2-propenoate), [H-].[Na+] (sodium hydride), COCOC1=CC=C(C=C1)NC(OCC)=O (ethyl 4-methoxymethoxyphenylcarbamate). Solvent: CN(C=O)C (dimethylformamide), CN(C=O)C (dimethylformamide). Conditions: temperature 0 celsius. Product: COCOC1=CC=C(C=C1)N1C(NC(=CC1=O)C1=C(C=CC=C1)Cl)=O (3-(4-methoxymethoxyphenyl)-6-(2-chlorophenyl)-2,4(1H,3H)-pyrimidinedione). Yield: 87.2%. Reaction SMILES: [NH2:1][C:2]([C:9]1[CH:14]=[CH:13][CH:12]=[CH:11][C:10]=1[Cl:15])=[CH:3][C:4]([O:6]CC)=O.[H-].[Na+].[CH3:18][O:19][CH2:20][O:21][C:22]1[CH:27]=[CH:26][C:25]([NH:28][C:29](=O)[O:30]CC)=[CH:24][CH:23]=1>CN(C)C=O>[CH3:18][O:19][CH2:20][O:21][C:22]1[CH:27]=[CH:26][C:25]([N:28]2[C:4](=[O:6])[CH:3]=[C:2]([C:9]3[CH:14]=[CH:13][CH:12]=[CH:11][C:10]=3[Cl:15])[NH:1][C:29]2=[O:30])=[CH:24][CH:23]=1 |f:1.2|. Procedure details: 8.7 g of ethyl 3-amino-3-(2-chlorophenyl)-2-propenoate was added dropwise to a 40 ml dimethylformamide of 1.8 g of sodium hydride (purity: 55%) with stirring at 0° C. The solution was stirred at room temperature for 15 minutes, cooled to 0° C. and added dropwise with a 20 ml dimethylformamide solution of 7.2 g of ethyl 4-methoxymethoxyphenylcarbamate. After stirring the solution at 120° C. for 2 hours, the solvent was distilled away under reduced pressure. The residue was dissolved with 200 ml o... Starting materials: COC(=O)C(N)Cc1ccc(-c2ccc(C#N)cc2)cc1, CCC(c1ccccc1)N1Cc2cc3c(cc2CC1C(=O)O)N(C)C(=O)C(c1ccc(OCc2ccc(Cl)c(Cl)c2)cc1)O3. Product: CCC(c1ccccc1)N1Cc2cc3c(cc2CC1C(=O)NC(Cc1ccc(-c2ccc(C#N)cc2)cc1)C(=O)OC)N(C)C(=O)C(c1ccc(OCc2ccc(Cl)c(Cl)c2)cc1)O3. RXN SMILES: [CH3:45][O:46][C:47]([CH:48]([CH2:49][c:50]1[cH:51][cH:52][c:53](-[c:56]2[cH:57][cH:58][c:59]([C:62]#[N:63])[cH:60][cH:61]2)[cH:54][cH:55]1)[NH2:64])=[O:65].[Cl:1][c:2]1[cH:3][c:4]([CH2:5][O:6][c:7]2[cH:8][cH:9][c:10]([CH:13]3[C:14](=[O:40])[N:15]([CH3:39])[c:16]4[cH:17][c:18]5[c:23]([cH:24][c:25]4[O:26]3)[CH2:22][N:21]([CH:27]([CH2:28][CH3:29])[c:30]3[cH:31][cH:32][cH:33][cH:34][cH:35]3)[CH:20]([C:36](=[O:37])[OH:38])[CH2:19]5)[cH:11][cH:12]2)[cH:41][cH:42][c:43]1[Cl:44]>>[Cl:1][c:2]1[cH:3][c:4]([CH2:5][O:6][c:7]2[cH:8][cH:9][c:10]([CH:13]3[C:14](=[O:40])[N:15]([CH3:39])[c:16]4[cH:17][c:18]5[c:23]([cH:24][c:25]4[O:26]3)[CH2:22][N:21]([CH:27]([CH2:28][CH3:29])[c:30]3[cH:31][cH:32][cH:33][cH:34][cH:35]3)[CH:20]([C:36](=[O:37])[NH:64][CH:48]([C:47]([O:46][CH3:45])=[O:65])[CH2:49][c:50]3[cH:51][cH:52][c:53](-[c:56]4[cH:57][cH:58][c:59]([C:62]#[N:63])[cH:60][cH:61]4)[cH:54][cH:55]3)[CH2:19]5)[cH:11][cH:12]2)[cH:41][cH:42][c:43]1[Cl:44]. The reactants are N(C1=CC=CC=C1)C(C(C(=O)NC1=CC=CC=C1)C1=CC=C(C(=O)O)C=C1)=O (4-[2-anilino-1-(anilinocarbonyl)-2-oxoethyl]benzoic acid), CCN=C=NCCCN(C)C (EDCI), C=1C=CC2=C(C1)N=NN2O (HOBT), NC1=C(C=CC=C1)NC(OC(C)(C)C)=O (tert-butyl (2-aminophenyl)carbamate). The solvent is CN(C)C=O (DMF). Run at time 30 minute. The product is N(C1=CC=CC=C1)C(C(C(=O)NC1=CC=CC=C1)C1=CC=C(C(=O)NC2=C(C=CC=C2)NC(OC(C)(C)C)=O)C=C1)=O.C(O)(O)=O (carbonate tert-butyl [2-({4-[2-anilino-1-(anilinocarbonyl)-2-oxoethyl]benzoyl}amino)phenyl]carbamate). Isolated yield 115.6%. RXN SMILES: [NH:1]([C:8](=[O:28])[CH:9]([C:19]1[CH:27]=[CH:26][C:22]([C:23]([OH:25])=[O:24])=[CH:21][CH:20]=1)[C:10]([NH:12][C:13]1[CH:18]=[CH:17][CH:16]=[CH:15][CH:14]=1)=[O:11])[C:2]1[CH:7]=[CH:6][CH:5]=[CH:4][CH:3]=1.CCN=C=NCCCN(C)C.C1C=CC2N([OH:49])N=NC=2C=1.[NH2:50][C:51]1[CH:56]=[CH:55][CH:54]=[CH:53][C:52]=1[NH:57][C:58](=[O:64])[O:59][C:60]([CH3:63])([CH3:62])[CH3:61]>CN(C=O)C>[NH:1]([C:8](=[O:28])[CH:9]([C:19]1[CH:20]=[CH:21][C:22]([C:23]([NH:50][C:51]2[CH:56]=[CH:55][CH:54]=[CH:53][C:52]=2[NH:57][C:58](=[O:64])[O:59][C:60]([CH3:61])([CH3:63])[CH3:62])=[O:24])=[CH:26][CH:27]=1)[C:10]([NH:12][C:13]1[CH:18]=[CH:17][CH:16]=[CH:15][CH:14]=1)=[O:11])[C:2]1[CH:7]=[CH:6][CH:5]=[CH:4][CH:3]=1.[C:23](=[O:24])([OH:49])[OH:25] |f:5.6|. Procedure: To a solution of 4-[2-anilino-1-(anilinocarbonyl)-2-oxoethyl]benzoic acid (110 mg, 0.29 mmol) in DMF (2 mL) at room temperature was added EDCI (67 mg, 0.35 mmol) and HOBT (48 mg, 0.36 mmol). The solution was stirred for 30 min and tert-butyl (2-aminophenyl)carbamate (85 mg, 0.41 mmol) was added in one portion. The reaction mixture was stirred at room temperature for 20 h and purified by reverse phase HPLC (30% to 95% MeCN in water) to give carbonate tert-butyl [2-({4-[2-anilino-1-(anilinocarbony...